This data is from the Open Reaction Database (ORD), a public repository of structured organic reaction records. The task is: describe an organic reaction: reactants, conditions, products, and yield Reactants: CSC(C(=O)OC)C=1SC=CC1 (Methyl α-methylthio(2-thienyl)acetate), COCCOC (1,2-dimethoxyethane), O (Water), S(O)(O)(=O)=O (sulfuric acid), aqueous solution, [OH-].[K+] (potassium hydroxide). Run at time 50 minute. Product: CC(C(=O)O)C=1SC=CC1 (α-methyl(2-thienyl)acetic acid). RXN SMILES: CS[CH:3]([C:8]1[S:9][CH:10]=[CH:11][CH:12]=1)[C:4]([O:6]C)=[O:5].[OH-].[K+].O.S(=O)(=O)(O)O.[CH3:21]OCCOC>>[CH3:21][CH:3]([C:8]1[S:9][CH:10]=[CH:11][CH:12]=1)[C:4]([OH:6])=[O:5] |f:1.2|. Reported procedure: Methyl α-methylthio(2-thienyl)acetate (1.956 g) was dissolved in 20 ml of 1,2-dimethoxyethane, and 10 ml of a 2N aqueous solution of potassium hydroxide was added. The mixture was stirred at room temperature for 2 hours and 50 minutes. Water (20 ml) and 10 ml of 3N sulfuric acid were added. The mixture was extracted four times with 50 ml of diethyl ether. The ethereal layer was dried over anhydrous sodium sulfate, and concentrated under reduced pressure to afford 1.668 g of α-methyl(2-thienyl)ac... Reactants: COC1=CC=C(C=C1)C=1N=NC(=CC1C1=CC=C(C=C1)OC)Cl (3,4-bis(4-methoxyphenyl)-6-chloropyridazine), FC1=C(C(=C(C=C1F)F)F)O (2,3,5,6-tetrafluorophenol). The product is COC1=CC=C(C=C1)C=1N=NC(=CC1C1=CC=C(C=C1)OC)OC1=C(C(=CC(=C1F)F)F)F (3,4-bis(4-methoxyphenyl)-6-(2,3,5,6-tetrafluorophenoxy)pyridazine), powder. Isolated yield 37.8%. As a reaction SMILES: [CH3:1][O:2][C:3]1[CH:8]=[CH:7][C:6]([C:9]2[N:10]=[N:11][C:12](Cl)=[CH:13][C:14]=2[C:15]2[CH:20]=[CH:19][C:18]([O:21][CH3:22])=[CH:17][CH:16]=2)=[CH:5][CH:4]=1.[F:24][C:25]1[C:30]([F:31])=[CH:29][C:28]([F:32])=[C:27]([F:33])[C:26]=1[OH:34]>>[CH3:1][O:2][C:3]1[CH:8]=[CH:7][C:6]([C:9]2[N:10]=[N:11][C:12]([O:34][C:26]3[C:27]([F:33])=[C:28]([F:32])[CH:29]=[C:30]([F:31])[C:25]=3[F:24])=[CH:13][C:14]=2[C:15]2[CH:20]=[CH:19][C:18]([O:21][CH3:22])=[CH:17][CH:16]=2)=[CH:5][CH:4]=1. Procedure details: In a similar manner as in Example 2, 3,4-bis(4-methoxyphenyl)-6-chloropyridazine (200 mg, 0.613 mmol) and 2,3,5,6-tetrafluorophenol were reacted as starting materials at 150° C. for 12 hours and post-treatment was then conducted, whereby the title compound was obtained as a colorless crystalline powder (105.7 mg, 37.8%). Melting point: 172.5-174.5° C. (hexane). Starting materials: COCCOC, NCCNc1ccc([N+](=O)[O-])cn1, CS(=O)c1nc(N)nc(-c2ccco2)c1C#N. Yields the product N#Cc1c(NCCNc2ccc([N+](=O)[O-])cn2)nc(N)nc1-c1ccco1. As a reaction SMILES: [CH3:31][O:32][CH2:33][CH2:34][O:35][CH3:36].[NH2:18][CH2:19][CH2:20][NH:21][c:22]1[n:23][cH:24][c:25]([N+:28](=[O:29])[O-:30])[cH:26][cH:27]1.[NH2:1][c:2]1[n:3][c:4]([S:15]([CH3:16])=[O:17])[c:5]([C:13]#[N:14])[c:6](-[c:8]2[o:9][cH:10][cH:11][cH:12]2)[n:7]1>>[NH2:1][c:2]1[n:3][c:4]([NH:18][CH2:19][CH2:20][NH:21][c:22]2[n:23][cH:24][c:25]([N+:28](=[O:29])[O-:30])[cH:26][cH:27]2)[c:5]([C:13]#[N:14])[c:6](-[c:8]2[o:9][cH:10][cH:11][cH:12]2)[n:7]1. Starting materials: CC(C)=O, OCc1ccc(C2=NOC(c3cc(Cl)cc(Cl)c3)(C(F)(F)F)C2)cc1F, O=[Cr](=O)(O)O, O, O=S(=O)(O)O. Product: O=C(O)c1ccc(C2=NOC(c3cc(Cl)cc(Cl)c3)(C(F)(F)F)C2)cc1F. Reaction SMILES: [CH3:37][C:38](=[O:39])[CH3:40].[Cl:1][c:2]1[cH:3][c:4]([C:9]2([C:23]([F:24])([F:25])[F:26])[CH2:10][C:11]([c:14]3[cH:15][c:16]([F:22])[c:17]([CH2:20][OH:21])[cH:18][cH:19]3)=[N:12][O:13]2)[cH:5][c:6]([Cl:8])[cH:7]1.[Cr:27](=[O:28])([OH:29])([OH:30])=[O:31].[OH2:41].[S:32](=[O:33])(=[O:34])([OH:35])[OH:36]>>[Cl:1][c:2]1[cH:3][c:4]([C:9]2([C:23]([F:24])([F:25])[F:26])[CH2:10][C:11]([c:14]3[cH:15][c:16]([F:22])[c:17]([C:20](=[O:21])[OH:28])[cH:18][cH:19]3)=[N:12][O:13]2)[cH:5][c:6]([Cl:8])[cH:7]1. Starting materials: C=1C=CC2=C(C1)C(=C(N2)O)C3=NC=4C=CC=CC4C3=O (indirubin), Cl.NO (hydroxylamine hydrochloride), hydroxyimino. Run in N1=CC=CC=C1 (pyridine). Product: C=1C=CC2=C(C1)C(=C(N2)O)C3=C(C=4C=CC=CC4N3)N=O (Indirubin-3′-oxime). Isolated yield 90.0%. As a reaction SMILES: [CH:1]1[CH:2]=[CH:3][C:4]2[NH:9][C:8]([OH:10])=[C:7]([C:11]3[C:19](=O)[C:18]4[CH:17]=[CH:16][CH:15]=[CH:14][C:13]=4[N:12]=3)[C:5]=2[CH:6]=1.Cl.[NH2:22][OH:23]>N1C=CC=CC=1>[CH:1]1[CH:2]=[CH:3][C:4]2[NH:9][C:8]([OH:10])=[C:7]([C:11]3[NH:12][C:13]4[CH:14]=[CH:15][CH:16]=[CH:17][C:18]=4[C:19]=3[N:22]=[O:23])[C:5]=2[CH:6]=1 |f:1.2|. Reported procedure: Indirubin-3′-oxime was synthesized by reaction of indirubin with hydroxylamine hydrochloride in a pyridine solution (Farbwerke vorm. Meister Lucius & Brüning in Hoechst a.M., Patentschrift des Reichspatentamtes Nr. 283726 (1913)). 13C-NMR-spectroscopy revealed the location of the hydroxyimino residue in 3′-Position (δ(C2)=171.05 ppm; δ(C3′)=145.42 ppm; DMSO-d6, RT). The reactants are [Cl-].[NH4+] (ammonium chloride), (4-chloro-3-methylpyridine)-2-carbardehyde, C1(CC1)Br.[Mg] (magnesium cyclopropyl bromide), C1CCOC1 (THF), C1CCOC1 (THF), C1(CC1)Br (cyclopropyl bromide), [Mg] (magnesium). Reaction conditions: time 12 hour. Yields the product ClC1=C(C(=NC=C1)C(O)C1CC1)C ((4-chloro-3-methyl-2-pyridyl)cyclopropylmethane-1-ol). Reaction SMILES: [CH:1]1(Br)[CH2:3][CH2:2]1.[Mg].[CH:6]1(Br)[CH2:8][CH2:7]1.[Mg].[Cl-:11].[NH4+:12].[CH2:13]1[CH2:17][O:16][CH2:15][CH2:14]1>>[Cl:11][C:8]1[CH:6]=[CH:7][N:12]=[C:1]([CH:15]([CH:14]2[CH2:13][CH2:17]2)[OH:16])[C:3]=1[CH3:2] |f:0.1,4.5|. Reported procedure: 150 ml of a THF solution of 19.30 g of (4-chloro-3-methylpyridine)-2-carbardehyde (VIII) was dropped to 180 ml of THF solution of magnesium cyclopropyl bromide which was prepared from 14.9 ml of cyclopropyl bromide and 4.53 g of magnesium. The resulting mixture was stirred at a room temperature for 12 hours, and poured into saturated ammonium chloride solution and extracted with chloroform. The resulting organic layer was washed with saturated salt water and dried over anhydrous sodium sulfate a... Starting materials: O(C1=CC=CC=C1)C=1C=C2COC(C2=CC1)=O (5-phenoxy-3H-isobenzofuran-1-one), B(O)(O)O (boric acid), C1(=CC=CC=C1)P(C1=CC=CC=C1)(C1=CC=CC=C1)=O (triphenylphosphine oxide), S(=O)(Cl)Cl (thionyl chloride), CO (methanol). The product is COC(C1=C(C=C(C=C1)OC1=CC=CC=C1)CCl)=O (2-Chloromethyl-4-phenoxy-benzoic acid methyl ester). As a reaction SMILES: [O:1]([C:8]1[CH:9]=[C:10]2[C:14](=[CH:15][CH:16]=1)[C:13](=O)[O:12][CH2:11]2)[C:2]1[CH:7]=[CH:6][CH:5]=[CH:4][CH:3]=1.B(O)(O)O.C1(P(=O)(C2C=CC=CC=2)C2C=CC=CC=2)C=CC=CC=1.S(Cl)([Cl:44])=O.[CH3:46][OH:47]>>[CH3:46][O:47][C:13](=[O:12])[C:14]1[CH:15]=[CH:16][C:8]([O:1][C:2]2[CH:7]=[CH:6][CH:5]=[CH:4][CH:3]=2)=[CH:9][C:10]=1[CH2:11][Cl:44]. Procedure: To a solid mixture of 5-phenoxy-3H-isobenzofuran-1-one (65.54 g, 0.29 mol), boric acid (538 mg, 8.7 mmol) and triphenylphosphine oxide (2.42 g, 8.7 mmol) was added thionyl chloride (42.3 mL). The resulting mixture was refluxed overnight. After cooled, methanol (300 mL) was slowly added to the reaction mixture. It was then refluxed for 1 h and concentrated. Residue was partitioned between EtOAc and saturated NaHCO3 solution. The organic layer was washed with brine, dried over Na2SO4, filtered and... Reaction SMILES: [F:1][C:2]1[C:7]([Br:8])=[CH:6][C:5]([NH2:9])=[CH:4][N:3]=1.[CH2:10]([O:12][C:13]1[C:14](=O)[C:15](=[O:20])[C:16]=1[O:17]CC)[CH3:11]>C(O)C>[Br:8][C:7]1[CH:6]=[C:5]([NH:9][C:14]2[C:15](=[O:20])[C:16](=[O:17])[C:13]=2[O:12][CH2:10][CH3:11])[CH:4]=[N:3][C:2]=1[F:1]. Starting materials: FC1=NC=C(C=C1Br)N (2-fluoro-3-bromo-5-aminopyridine), C(C)OC=1C(C(C1OCC)=O)=O (3,4-diethoxy-3-cyclobutene-1,2-dione). The solvent is C(C)O (ethanol). Product: BrC=1C=C(C=NC1F)NC=1C(C(C1OCC)=O)=O (3-(5-Bromo-6-fluoro-pyridin-3-ylamino)-4-ethoxy-cyclobut-3-ene-1,2-dione). Procedure details: A solution of 2-fluoro-3-bromo-5-aminopyridine and 3,4-diethoxy-3-cyclobutene-1,2-dione in ethanol was processed as described in Example 1A to provide the title compound. Starting materials: CO, CCCCc1nnc(C(=O)N2CCC(CN=[N+]=[N-])C(OC)C2)cc1-c1ccc(OC2CCCCC2)cc1. The product is CCCCc1nnc(C(=O)N2CCC(CN)C(OC)C2)cc1-c1ccc(OC2CCCCC2)cc1. As a reaction SMILES: [CH3:38][OH:39].[N:1](=[N+:2]=[N-:3])[CH2:4][CH:5]1[CH:6]([O:36][CH3:37])[CH2:7][N:8]([C:11](=[O:12])[c:13]2[n:14][n:15][c:16]([CH2:32][CH2:33][CH2:34][CH3:35])[c:17](-[c:19]3[cH:20][cH:21][c:22]([O:25][CH:26]4[CH2:27][CH2:28][CH2:29][CH2:30][CH2:31]4)[cH:23][cH:24]3)[cH:18]2)[CH2:9][CH2:10]1>>[NH2:1][CH2:4][CH:5]1[CH:6]([O:36][CH3:37])[CH2:7][N:8]([C:11](=[O:12])[c:13]2[n:14][n:15][c:16]([CH2:32][CH2:33][CH2:34][CH3:35])[c:17](-[c:19]3[cH:20][cH:21][c:22]([O:25][CH:26]4[CH2:27][CH2:28][CH2:29][CH2:30][CH2:31]4)[cH:23][cH:24]3)[cH:18]2)[CH2:9][CH2:10]1. Starting materials: CC(=O)O[BH-](OC(C)=O)OC(C)=O, CN(c1cc(OCCCS(C)(=O)=O)cc2cc(C(=O)NCC(C=O)SCc3ccccc3)[nH]c12)S(=O)(=O)c1ccccn1, CS(=O)(=O)N1CCNCC1, ClCCCl, [Na+], [Na+], O=C(O)CC(O)(CC(=O)O)C(=O)O, O=C([O-])O. Yields the product CN(c1cc(OCCCS(C)(=O)=O)cc2cc(C(=O)NCC(CN3CCN(S(C)(=O)=O)CC3)SCc3ccccc3)[nH]c12)S(=O)(=O)c1ccccn1. Reaction SMILES: [C:54]([O:55][BH-:56]([O:57][C:58](=[O:59])[CH3:60])[O:61][C:62](=[O:63])[CH3:64])(=[O:65])[CH3:66].[CH2:1]([c:2]1[cH:3][cH:4][cH:5][cH:6][cH:7]1)[S:8][CH:9]([CH2:10][NH:11][C:12](=[O:13])[c:14]1[nH:15][c:16]2[c:17]([N:31]([S:32](=[O:33])(=[O:34])[c:35]3[n:36][cH:37][cH:38][cH:39][cH:40]3)[CH3:41])[cH:18][c:19]([O:23][CH2:24][CH2:25][CH2:26][S:27](=[O:28])(=[O:29])[CH3:30])[cH:20][c:21]2[cH:22]1)[CH:42]=[O:43].[CH3:44][S:45](=[O:46])(=[O:47])[N:48]1[CH2:49][CH2:50][NH:51][CH2:52][CH2:53]1.[Cl:86][CH2:87][CH2:88][Cl:89].[Na+:67].[Na+:81].[OH:68][C:69]([CH2:70][C:71]([C:72](=[O:73])[OH:74])([CH2:75][C:76](=[O:77])[OH:78])[OH:79])=[O:80].[OH:82][C:83](=[O:84])[O-:85]>>[CH2:1]([c:2]1[cH:3][cH:4][cH:5][cH:6][cH:7]1)[S:8][CH:9]([CH2:10][NH:11][C:12](=[O:13])[c:14]1[nH:15][c:16]2[c:17]([N:31]([S:32](=[O:33])(=[O:34])[c:35]3[n:36][cH:37][cH:38][cH:39][cH:40]3)[CH3:41])[cH:18][c:19]([O:23][CH2:24][CH2:25][CH2:26][S:27](=[O:28])(=[O:29])[CH3:30])[cH:20][c:21]2[cH:22]1)[CH2:42][N:51]1[CH2:50][CH2:49][N:48]([S:45]([CH3:44])(=[O:46])=[O:47])[CH2:53][CH2:52]1.